This data is from the Open Reaction Database (ORD), a public repository of structured organic reaction records. The task is: describe an organic reaction: reactants, conditions, products, and yield Solvent: C(C)#N (ACN). As a reaction SMILES: [CH3:1][C:2]1[NH:3][CH:4]=[C:5]([C:7]#[N:8])[N:6]=1.[I:9]N1C(=O)CCC1=O>C(#N)C>[I:9][C:4]1[NH:3][C:2]([CH3:1])=[N:6][C:5]=1[C:7]#[N:8]. Yields the product IC1=C(N=C(N1)C)C#N (5-Iodo-2-methyl-1H-imidazole-4-carbonitrile). Reactants: CC=1NC=C(N1)C#N (2-methyl-1H-imidazole-4-carbonitrile), CC=1NC=C(N1)C#N (2-methyl-1H-imidazole-4-carbonitrile), IN1C(CCC1=O)=O (N-iodosuccinimide). Reported procedure: Into a 25-mL round-bottom flask, was placed a mixture of 2-methyl-1H-imidazole-4-carbonitrile (compound 16.3, 50 mg, 0.47 mmol), N-iodosuccinimide (116 mg, 0.52 mmol) in ACN (5 mL). The resulting solution was heated at reflux overnight, then cooled to room temperature and concentrated under reduced pressure. The residue was purified by silica gel column chromatography with ethyl acetate/petroleum ether (1/2) to yield 60 mg (55%) of the title compound as a light yellow solid. Yield: 54.8%. Reactants: C=C(CCCC)OCC, FC(Cl)Cl, [K+], [OH-], O. Yields the product CCCCC1(OCC)CC1(F)Cl. Reaction SMILES: [CH2:1]([CH3:2])[O:3][C:4](=[CH2:5])[CH2:6][CH2:7][CH2:8][CH3:9].[Cl:12][CH:13]([F:14])[Cl:15].[K+:11].[OH-:10].[OH2:16]>>[CH2:1]([CH3:2])[O:3][C:4]1([CH2:6][CH2:7][CH2:8][CH3:9])[CH2:5][C:13]1([Cl:12])[F:14]. Yields the product CS(=O)c1ccc(C#N)cc1. Reaction SMILES: [CH2:22]([Cl:23])[Cl:24].[CH3:1][S:2][c:3]1[cH:4][cH:5][c:6]([C:7]#[N:8])[cH:9][cH:10]1.[Cl:11][c:12]1[cH:13][cH:14][cH:15][c:16]([C:17]([O:18][OH:20])=[O:19])[cH:21]1>>[CH3:1][S:2]([c:3]1[cH:4][cH:5][c:6]([C:7]#[N:8])[cH:9][cH:10]1)=[O:19]. Starting materials: ClCCl, CSc1ccc(C#N)cc1, O=C(OO)c1cccc(Cl)c1. Product: C(C)OC(C(CC(=O)O)C1=CC(=C(C=C1)OC)OCC(C)C)OCC (4,4-diethoxy-3-[4-methoxy-3-(2-methylpropoxy)phenyl]butyric acid). The reactants are Example 1 ( 3 ), C(C)OC(C(C(C(OCC)OCC)C1=CC(=C(C=C1)OC)OCC(C)C)C(=O)OCC)=O (4,4-diethoxy-2-ethoxycarbonyl-3-[4-methoxy-3-(2-methylpropoxy)phenyl]butyric acid ethyl ester), C(C)OC(C(C(C(OCC)OCC)C1=CC(=C(C=C1)OC)OC)C(=O)OCC)=O (3-(3,4-dimethoxyphenyl)-4,4-diethoxy-2-ethoxycarbonylbutyric acid ethyl ester). Procedure: Using the same procedure as in Example 1 (3), 4,4-diethoxy-2-ethoxycarbonyl-3-[4-methoxy-3-(2-methylpropoxy)phenyl]butyric acid ethyl ester, instead of 3-(3,4-dimethoxyphenyl)-4,4-diethoxy-2-ethoxycarbonylbutyric acid ethyl ester, was used to obtain a light yellow solid of the above-described compound via 4,4-diethoxy-3-[4-methoxy-3-(2-methylpropoxy)phenyl]butyric acid (yield 48.6%). Reaction SMILES: C([O:3][C:4](=[O:32])[CH:5](C(OCC)=O)[CH:6]([C:14]1[CH:19]=[CH:18][C:17]([O:20][CH3:21])=[C:16]([O:22][CH2:23][CH:24]([CH3:26])[CH3:25])[CH:15]=1)[CH:7]([O:11][CH2:12][CH3:13])[O:8][CH2:9][CH3:10])C.C(OC(=O)C(C(OCC)=O)C(C1C=CC(OC)=C(OC)C=1)C(OCC)OCC)C>>[CH2:9]([O:8][CH:7]([O:11][CH2:12][CH3:13])[CH:6]([C:14]1[CH:19]=[CH:18][C:17]([O:20][CH3:21])=[C:16]([O:22][CH2:23][CH:24]([CH3:25])[CH3:26])[CH:15]=1)[CH2:5][C:4]([OH:32])=[O:3])[CH3:10]. Isolated yield 48.6%.